Task: describe an organic reaction: reactants, conditions, products, and yield. Dataset: the Open Reaction Database (ORD), a public repository of structured organic reaction records Reactants: C(Br)(Br)Br (bromoform), BrC(=C)CCCCCC[Si](C)(C)C1=CC=CC=C1 (2-bromo-8-(phenyldimethylsilyl)-oct-1-ene), [OH-].[K+] (potassium hydroxide), [Br-].[Br-].C(C1=CC=CC=C1)[N+](CC[N+](CC)(CC)CC1=CC=CC=C1)(CC)CC (N,N′-dibenzyl-N,N,N′,N′-tetraethylethylenediammonium dibromide). Solvent: C(Cl)Cl (methylene chloride), O (Water), C(Cl)Cl (methylene chloride). Conditions: time 8 hour. Product: C1(=CC=CC=C1)[Si](CCCCCCC1(C(C1)(Br)Br)Br)(C)C (2-(6-(phenyldimethylsilyl)-hexyl)-1,1,2-tribromocyclopropane). Isolated yield 47.7%. Reaction SMILES: [Br:1][C:2]([CH2:4][CH2:5][CH2:6][CH2:7][CH2:8][CH2:9][Si:10]([C:13]1[CH:18]=[CH:17][CH:16]=[CH:15][CH:14]=1)([CH3:12])[CH3:11])=[CH2:3].[OH-].[K+].[Br-].[Br-].C([N+](CC)(CC)CC[N+](CC1C=CC=CC=1)(CC)CC)C1C=CC=CC=1.[CH:49]([Br:52])(Br)[Br:50]>C(Cl)Cl.O>[C:13]1([Si:10]([CH3:12])([CH3:11])[CH2:9][CH2:8][CH2:7][CH2:6][CH2:5][CH2:4][C:2]2([Br:1])[CH2:3][C:49]2([Br:52])[Br:50])[CH:18]=[CH:17][CH:16]=[CH:15][CH:14]=1 |f:1.2,3.4.5|. Reported procedure: A mixture of 1.4 g (4.3 mmol) of 2-bromo-8-(phenyldimethylsilyl)-oct-1-ene, 3.2 g of 45% aqueous potassium hydroxide solution (25.6 mmol), 0.2 g N,N′-dibenzyl-N,N,N′,N′-tetraethylethylenediammonium dibromide, and 7.5 ml of methylene chloride was treated with 1.1 ml of bromoform (12.6 mmol). The well-stirred reaction mixture was held overnight at room temperature. Water and methylene chloride were added, the phases were separated. The methylene chloride phase was dried over magnesium sulfate, and... The reactants are NC=1C=NC=CC1 (3-aminopyridine), NC=1C(=NC(=CN1)Br)C(=O)OC (methyl 3-amino-6-bromo-2-pyrazinecarboxylate), N12CCCCCC2=NCCC1 (1,8-diazabicyclo[5.4.0]undec-7-ene). The solvent is O (water). Reaction conditions: time 4 hour. Product: NC=1C(=NC(=CN1)Br)C(=O)NC=1C=NC=CC1 (3-Amino-6-bromo-N-pyridin-3-ylpyrazine-2-carboxamide). The yield is 59.3%. RXN SMILES: [NH2:1][C:2]1[CH:3]=[N:4][CH:5]=[CH:6][CH:7]=1.[NH2:8][C:9]1[C:10]([C:16](OC)=[O:17])=[N:11][C:12]([Br:15])=[CH:13][N:14]=1.N12CCCN=C1CCCCC2>O>[NH2:8][C:9]1[C:10]([C:16]([NH:1][C:2]2[CH:3]=[N:4][CH:5]=[CH:6][CH:7]=2)=[O:17])=[N:11][C:12]([Br:15])=[CH:13][N:14]=1. Reported procedure: To 3-aminopyridine (10 g, 106 mmol) at 70° C. were added methyl 3-amino-6-bromo-2-pyrazinecarboxylate (1.0 g, 4.3 mmol) and 1,8-diazabicyclo[5.4.0]undec-7-ene (645 μL, 4.3 mmol). The reaction solution was stirred for 4 h, diluted with water (75 mL) and extracted with methylene chloride. The combined organic layers were washed with a saturated ammonium chloride solution, dried (MgSO4), filtered and evaporated in vacuo. The crude product was purified on a silica gel column using methylene chloride...